Dataset: the Open Reaction Database (ORD), a public repository of structured organic reaction records. Task: describe an organic reaction: reactants, conditions, products, and yield The reactants are C(=C)OCCONC(=O)C=1C(=C2C=NN(C2=CC1)S(=O)(=O)C1=CC=C(C=C1)C)NC1=C(C=C(C=C1)I)F (4-(2-fluoro-4-iodophenylamino)-1-(toluene-4-sulfonyl)-1H-indazole-5-carboxylic acid (2-vinyloxy-ethoxy)-amide), Cl (hydrochloric acid). Solvent: CO (methanol). Reaction conditions: time 1 hour. The product is OCCONC(=O)C=1C(=C2C=NNC2=CC1)NC1=C(C=C(C=C1)I)F (4-(2-Fluoro-4-iodo-phenylamino)-1H-indazole-5-carboxylic acid (2-hydroxy-ethoxy)-amide). The yield is 9.9%. Reaction SMILES: C([O:3][CH2:4][CH2:5][O:6][NH:7][C:8]([C:10]1[C:11]([NH:29][C:30]2[CH:35]=[CH:34][C:33]([I:36])=[CH:32][C:31]=2[F:37])=[C:12]2[C:16](=[CH:17][CH:18]=1)[N:15](S(C1C=CC(C)=CC=1)(=O)=O)[N:14]=[CH:13]2)=[O:9])=C.Cl>CO>[OH:3][CH2:4][CH2:5][O:6][NH:7][C:8]([C:10]1[C:11]([NH:29][C:30]2[CH:35]=[CH:34][C:33]([I:36])=[CH:32][C:31]=2[F:37])=[C:12]2[C:16](=[CH:17][CH:18]=1)[NH:15][N:14]=[CH:13]2)=[O:9]. Procedure details: To a solution of 4-(2-fluoro-4-iodophenylamino)-1-(toluene-4-sulfonyl)-1H-indazole-5-carboxylic acid (2-vinyloxy-ethoxy)-amide (200 mg, 0.31 mmol) in methanol (3 mL) was added hydrochloric acid (1 mL, 1 N) and the reaction mixture stirred at room temperature for 1 hour. The reaction mixture was concentrated in vacuo and the resultant residue dissolved in TFA (2 mL). The reaction mixture was heated at 65° C. for 3 hours then at 50° C. for 16 hours before being concentrated in vacuo. The resultant... Reactants: C(C)(=O)C1=CC=C2C3(OC4=C(N21)C=CC=C4)CCN(CC3)C(=O)OC(C)(C)C (tert-butyl 1′-acetylspiro[piperidine-4,4′-pyrrolo[2,1-c][1,4]benzoxazine]-1-carboxylate), Cl (HCl), O1CCOCC1 (Dioxane). Run in C(Cl)Cl (CH2Cl2). Reaction conditions: time 1 hour. Product: Cl.C1(=CC=C2C3(OC4=C(N21)C=CC=C4)CCNCC3)C(C)=O (1-spiro[piperidine-4,4′-pyrrolo[2,1-c][1,4]benzoxazine]-1′-ylethanone hydrochloride). The yield is 99.0%. Reaction SMILES: [C:1]([C:4]1[N:12]2[C:7]([C:8]3([CH2:21][CH2:20][N:19](C(OC(C)(C)C)=O)[CH2:18][CH2:17]3)[O:9][C:10]3[CH:16]=[CH:15][CH:14]=[CH:13][C:11]=32)=[CH:6][CH:5]=1)(=[O:3])[CH3:2].[ClH:29].O1CCOCC1>C(Cl)Cl>[ClH:29].[C:4]1([C:1](=[O:3])[CH3:2])[N:12]2[C:7]([C:8]3([CH2:17][CH2:18][NH:19][CH2:20][CH2:21]3)[O:9][C:10]3[CH:16]=[CH:15][CH:14]=[CH:13][C:11]=32)=[CH:6][CH:5]=1 |f:4.5|. Procedure: To a solution of tert-butyl 1′-acetylspiro[piperidine-4,4′-pyrrolo[2,1-c][1,4]benzoxazine]-1-carboxylate (600 mg, 1.57 mmol) in CH2Cl2 (6 mL) was added HCl in Dioxane (3.9 mL of 4 M, 15.7 mmol) and the mixture was stirred at room temperature for 1 hour. The mixture was evaporated to dryness to give 1-spiro[piperidine-4,4′-pyrrolo[2,1-c][1,4]benzoxazine]-1′-ylethanone hydrochloride (499 mg, 99%) which was used without further purification. ESI-MS m/z calc. 282.1. found 283.3 (M+1)+; Retention tim... Reactants: N1(CCCCC1)CCN1C2=C(SCC1)C=C(C=C2)N (4-(2-(piperidin-1-yl)ethyl)-3,4-dihydro-2H-benzo[b][1,4]thiazin-7-amine), I.S1C(=CC=C1)C(=N)SC (methyl thiophene-2-carbimidothioate hydroiodide). Conditions: time 16 hour. Yields the product N1(CCCCC1)CCN1C2=C(SCC1)C=C(C=C2)NC(=N)C=2SC=CC2 (N-(4-(2-(Piperidin-1-yl)ethyl)-3,4-dihydro-2H-benzo[b][1,4]thiazin-7-yl)thiophene-2-carboximidamide). Yield: 23.0%. As a reaction SMILES: [N:1]1([CH2:7][CH2:8][N:9]2[CH2:14][CH2:13][S:12][C:11]3[CH:15]=[C:16]([NH2:19])[CH:17]=[CH:18][C:10]2=3)[CH2:6][CH2:5][CH2:4][CH2:3][CH2:2]1.I.[S:21]1[CH:25]=[CH:24][CH:23]=[C:22]1[C:26](SC)=[NH:27]>>[N:1]1([CH2:7][CH2:8][N:9]2[CH2:14][CH2:13][S:12][C:11]3[CH:15]=[C:16]([NH:19][C:26]([C:22]4[S:21][CH:25]=[CH:24][CH:23]=4)=[NH:27])[CH:17]=[CH:18][C:10]2=3)[CH2:6][CH2:5][CH2:4][CH2:3][CH2:2]1 |f:1.2|. Procedure: A suspension of 4-(2-(piperidin-1-yl)ethyl)-3,4-dihydro-2H-benzo[b][1,4]thiazin-7-amine (0.90 g, 3.24 mmol) and methyl thiophene-2-carbimidothioate hydroiodide (1.85 g, 6.49 mmol) was stirred at room temperature overnight (16 hours) under an argon atmosphere. The reaction was concentrated, and the residue was partitioned between saturated sodium bicarbonate solution (50 mL) and dichloromethane (25 mL). After stirring for an hour, the mixture was poured into a separatory funnel. The organic layer... Starting materials: CO (methanol), OC1=C(C(NO1)=O)C1=C(C=CC=C1)COC1=C(C=CC=C1)C (5-Hydroxy-4-[2-[(2-methylphenoxy)methyl]phenyl]-3(2H)-isoxazolone), C[Si](C)(C)C=[N+]=[N-] (Trimethylsilyl-diazomethane). Solvent: O (water), C1(=CC=CC=C1)C (toluene). Conditions: temperature 25 celsius, time 2 hour. Yields the product COC1=C(C(N(O1)C)=O)C1=C(C=CC=C1)COC1=C(C=CC=C1)C (5-Methoxy-2-methyl-4-[2-[(2-methylphenoxy)methyl]phenyl]-3(2H)-isoxazolone). The yield is 13.0%. As a reaction SMILES: [OH:1][C:2]1[O:6]N[C:4](=[O:7])[C:3]=1[C:8]1[CH:13]=[CH:12][CH:11]=[CH:10][C:9]=1[CH2:14][O:15][C:16]1[CH:21]=[CH:20][CH:19]=[CH:18][C:17]=1[CH3:22].[CH3:23]O.C[Si]([CH:29]=[N+:30]=[N-])(C)C>C1(C)C=CC=CC=1.O>[CH3:23][O:6][C:2]1[O:1][N:30]([CH3:29])[C:4](=[O:7])[C:3]=1[C:8]1[CH:13]=[CH:12][CH:11]=[CH:10][C:9]=1[CH2:14][O:15][C:16]1[CH:21]=[CH:20][CH:19]=[CH:18][C:17]=1[CH3:22]. Reported procedure: 5-Hydroxy-4-[2-[(2-methylphenoxy)methyl]phenyl]-3(2H)-isoxazolone (31.3 g) was dissolved in 330 mL of 10:1 toluene:methanol and cooled in an ice-water bath. Trimethylsilyl-diazomethane (~2M in hexane) (55 mL) was added dropwise. Gas evolution was observed. The yellow solution was stirred at 25° C. for 2 h. The solution was diluted with 100 mL of water and extracted with ethyl acetate (4×100 mL). The combined organic extracts were dried (Mg SO4), filtered and concentrated under reduced pressure t...